The task is: describe an organic reaction: reactants, conditions, products, and yield. This data is from the Open Reaction Database (ORD), a public repository of structured organic reaction records. Starting materials: [OH-].[Na+] (NaOH), CC(=C)[C@@H]1CC[C@]2([C@H]1[C@H]3CC[C@@H]4[C@]5(CC[C@@H](C([C@@H]5CC[C@]4([C@@]3(CC2)C)C)(C)C)O)C)CO (betulinol), O1CCCC1 (tetrahydrofuran), O (water). The solvent is IC (iodomethane). Product: Betulin dimethyl ether, CC(=C)[C@@H]1CC[C@]2([C@H]1[C@H]3CC[C@@H]4[C@]5(CC[C@@H](C([C@@H]5CC[C@]4([C@@]3(CC2)C)C)(C)C)O)C)CO.COC (Betulin dimethylether). Reaction SMILES: [OH-].[Na+].[CH3:3][C:4]([C@H:6]1[C@@H:10]2[C@@H:11]3[C@@:24]([CH3:27])([CH2:25][CH2:26][C@@:9]2([CH2:33][OH:34])[CH2:8][CH2:7]1)[C@@:23]1([CH3:28])[C@@H:14]([C@:15]2([CH3:32])[C@@H:20]([CH2:21][CH2:22]1)[C:19]([CH3:30])([CH3:29])[C@@H:18]([OH:31])[CH2:17][CH2:16]2)[CH2:13][CH2:12]3)=[CH2:5].O.[O:36]1[CH2:40]CC[CH2:37]1>IC>[CH3:5][C:4]([C@H:6]1[C@@H:10]2[C@@H:11]3[C@@:24]([CH3:27])([CH2:25][CH2:26][C@@:9]2([CH2:33][OH:34])[CH2:8][CH2:7]1)[C@@:23]1([CH3:28])[C@@H:14]([C@:15]2([CH3:32])[C@@H:20]([CH2:21][CH2:22]1)[C:19]([CH3:30])([CH3:29])[C@@H:18]([OH:31])[CH2:17][CH2:16]2)[CH2:13][CH2:12]3)=[CH2:3].[CH3:37][O:36][CH3:40] |f:0.1,6.7|. Procedure details: The alkylated betulinol derivatives can be prepared in a variety of ways. Keto-derivatives can be acquired by treating betulinol with suitable oxidizing reagent, such as Jone's reagent or pyridinium chlorochromate (PCC) (Kim et al., Synthetic Communications 27:1607-1612 (1997); Komissarova et al., Chemistry of National Compounds 38:58-61 (2002); Ito et al., J. Nat. Prod. 64:1278-1281 (2001), which are hereby incorporated by reference in their entirety). In a preferred method, betulinol is first ... Reactants: [OH-].[Na+] (sodium hydroxide), COC(CCC1=C(C=CC(=C1)C(C1=C(C=C(C=C1)OC1CCCC1)O)=O)OCC1=CC2=C(C(N(O2)C(C2=CC=CC=C2)(C2=CC=CC=C2)C2=CC=CC=C2)=O)C=C1)=O (3-{5-[4-(cyclopentyloxy)-2-hydroxybenzoyl]-2-[(3-oxo-2-triphenylmethyl-2,3-dihydro-1,2-benzisoxazol-6-yl)methoxy]phenyl}propionic acid methyl ester), C(C(C)C)C(=O)C (methyl isobutyl ketone), S(O)(O)(=O)=O (sulfuric acid). Run in O (water), CO (methanol). Run at time 1 hour. Yields the product COC(CCC1=C(C=CC(=C1)C(C1=C(C=C(C=C1)OC1CCCC1)O)=O)OCC1=CC2=C(C(=NO2)O)C=C1)=O (3-{5-[4-(cyclopentyloxy)-2-hydroxybenzoyl]-2-[(3-hydroxy-1,2-benzisoxazol-6-yl)methoxy]phenyl}propionic acid methyl ester). Yield: 81.0%. As a reaction SMILES: [CH3:1][O:2][C:3](=[O:58])[CH2:4][CH2:5][C:6]1[CH:11]=[C:10]([C:12](=[O:26])[C:13]2[CH:18]=[CH:17][C:16]([O:19][CH:20]3[CH2:24][CH2:23][CH2:22][CH2:21]3)=[CH:15][C:14]=2[OH:25])[CH:9]=[CH:8][C:7]=1[O:27][CH2:28][C:29]1[CH:57]=[CH:56][C:32]2[C:33](=[O:55])[N:34](C(C3C=CC=CC=3)(C3C=CC=CC=3)C3C=CC=CC=3)[O:35][C:31]=2[CH:30]=1.C(C(C)=O)C(C)C.S(=O)(=O)(O)O.[OH-].[Na+]>O.CO>[CH3:1][O:2][C:3](=[O:58])[CH2:4][CH2:5][C:6]1[CH:11]=[C:10]([C:12](=[O:26])[C:13]2[CH:18]=[CH:17][C:16]([O:19][CH:20]3[CH2:24][CH2:23][CH2:22][CH2:21]3)=[CH:15][C:14]=2[OH:25])[CH:9]=[CH:8][C:7]=1[O:27][CH2:28][C:29]1[CH:57]=[CH:56][C:32]2[C:33]([OH:55])=[N:34][O:35][C:31]=2[CH:30]=1 |f:3.4|. Procedure details: 300 g of 3-{5-[4-(cyclopentyloxy)-2-hydroxybenzoyl]-2-[(3-oxo-2-triphenylmethyl-2,3-dihydro-1,2-benzisoxazol-6-yl)methoxy]phenyl}propionic acid methyl ester was added to a mixture of 1200 mL of methyl isobutyl ketone and 600 mL of methanol. 43.5 mL of sulfuric acid was added dropwise under ice-cooling. This was stirred for 1 hour under water-cooled, and then stirred for 1 hour 30 minutes at room temperature. After adding 1200 mL of water and 200 mL of 20% sodium hydroxide aqueous solution, the r... Reported procedure: 5,5-Dimethyl-10-hydroxy-2-phenethyl-8-(2-tetradecyl)-1,2,3,4-tetrahydro-5H-[ 1]benzopyrano[3,4-d]pyridine, γ-pyrrolidinobutyric acid hydrochloride and dicyclohexylcarbodiimide are reacted in equimolar amounts according to Example 1 to produce the desired product. The product is Cl.CC1(OC2=C(C(=CC(=C2)C(C)CCCCCCCCCCCC)OC(CCCN2CCCC2)=O)C2=C1CCN(C2)CCC2=CC=CC=C2)C (5,5-Dimethyl-10-[4-(pyrrolidino)butyryloxy]-2-phenethyl-8-(2-tetradecyl)-1,2,3,4-tetrahydro-5H-[1]benzopyrano[3,4-d]pyridine hydrochloride). The reactants are CC1(OC2=C(C(=CC(=C2)C(C)CCCCCCCCCCCC)O)C2=C1CCN(C2)CCC2=CC=CC=C2)C (5,5-Dimethyl-10-hydroxy-2-phenethyl-8-(2-tetradecyl)-1,2,3,4-tetrahydro-5H-[ 1]benzopyrano[3,4-d]pyridine), Cl.N1(CCCC1)CCCC(=O)O (γ-pyrrolidinobutyric acid hydrochloride), C1(CCCCC1)N=C=NC1CCCCC1 (dicyclohexylcarbodiimide). Reaction SMILES: [CH3:1][C:2]1([CH3:39])[C:26]2[CH2:27][CH2:28][N:29]([CH2:31][CH2:32][C:33]3[CH:38]=[CH:37][CH:36]=[CH:35][CH:34]=3)[CH2:30][C:25]=2[C:5]2[C:6]([OH:24])=[CH:7][C:8]([CH:10]([CH2:12][CH2:13][CH2:14][CH2:15][CH2:16][CH2:17][CH2:18][CH2:19][CH2:20][CH2:21][CH2:22][CH3:23])[CH3:11])=[CH:9][C:4]=2[O:3]1.[ClH:40].[N:41]1([CH2:46][CH2:47][CH2:48][C:49](O)=[O:50])[CH2:45][CH2:44][CH2:43][CH2:42]1.C1(N=C=NC2CCCCC2)CCCCC1>>[ClH:40].[CH3:39][C:2]1([CH3:1])[C:26]2[CH2:27][CH2:28][N:29]([CH2:31][CH2:32][C:33]3[CH:38]=[CH:37][CH:36]=[CH:35][CH:34]=3)[CH2:30][C:25]=2[C:5]2[C:6]([O:24][C:49](=[O:50])[CH2:48][CH2:47][CH2:46][N:41]3[CH2:45][CH2:44][CH2:43][CH2:42]3)=[CH:7][C:8]([CH:10]([CH2:12][CH2:13][CH2:14][CH2:15][CH2:16][CH2:17][CH2:18][CH2:19][CH2:20][CH2:21][CH2:22][CH3:23])[CH3:11])=[CH:9][C:4]=2[O:3]1 |f:1.2,4.5|.